Dataset: the Open Reaction Database (ORD), a public repository of structured organic reaction records. Task: describe an organic reaction: reactants, conditions, products, and yield Product: OCCCCN(S(=O)(=O)C1=CC=C(C=C1)C1=CC=C(C=C1)C(F)(F)F)C (4′Trifluoromethylbiphenyl-4-sulfonic acid-(4-hydroxybutyl)-methyl-amide). Reported procedure: Using a method analogous to that described in Example 4, 4′-trifluoromethylbiphenyl-4-sulfonic acid-(4-hydroxypentyl)-amide and methyl iodide were reacted to give the title compound as a white solid. The reactants are OC(CCCNS(=O)(=O)C1=CC=C(C=C1)C1=CC=C(C=C1)C(F)(F)F)C (4′-trifluoromethylbiphenyl-4-sulfonic acid-(4-hydroxypentyl)-amide), CI (methyl iodide). Reaction SMILES: [OH:1][CH:2](C)[CH2:3][CH2:4][CH2:5][NH:6][S:7]([C:10]1[CH:15]=[CH:14][C:13]([C:16]2[CH:21]=[CH:20][C:19]([C:22]([F:25])([F:24])[F:23])=[CH:18][CH:17]=2)=[CH:12][CH:11]=1)(=[O:9])=[O:8].[CH3:27]I>>[OH:1][CH2:2][CH2:3][CH2:4][CH2:5][N:6]([CH3:27])[S:7]([C:10]1[CH:11]=[CH:12][C:13]([C:16]2[CH:17]=[CH:18][C:19]([C:22]([F:25])([F:24])[F:23])=[CH:20][CH:21]=2)=[CH:14][CH:15]=1)(=[O:8])=[O:9]. Reactants: ClC1=NC=C2N(C(C(CN(C2=N1)C1CCCC1)(C)C)=O)C (10-chloro-2-cyclopentyl-4,4,6-trimethyl-2,6,9,11-tetrazabicyclo[5.4.0]undeca-7,9,11-trien-5-one), ClC1=NC=C2N(C(C(CN(C2=N1)C1CCCC1)(C)C)=O)C (10-chloro-2-cyclopentyl-4,4,6-trimethyl-2,6,9,11-tetrazabicyclo[5.4.0]undeca-7,9,11-trien-5-one), NC1=C(C=C(C(=O)O)C=C1)OC (4-amino-3-methoxybenzoic acid), O (water), Cl (hydrochloric acid). The solvent is C(C)O (ethanol). The product is C1(CCCC1)N1C2=NC(=NC=C2N(C(C(C1)(C)C)=O)C)NC1=CC=C(C(=O)O)C=C1 (4-[(2-cyclopentyl-4,4,6-trimethyl-5-oxo-2,6,9,11-tetrazabicyclo[5.4.0]undeca-7,9,11-trien-10-yl)amino]benzoic acid). Isolated yield 96.2%. Reaction SMILES: Cl[C:2]1[N:12]=[C:11]2[C:5]([N:6]([CH3:21])[C:7](=[O:20])[C:8]([CH3:19])([CH3:18])[CH2:9][N:10]2[CH:13]2[CH2:17][CH2:16][CH2:15][CH2:14]2)=[CH:4][N:3]=1.[NH2:22][C:23]1[CH:31]=[CH:30][C:26]([C:27]([OH:29])=[O:28])=[CH:25][C:24]=1OC.O.Cl>C(O)C>[CH:13]1([N:10]2[CH2:9][C:8]([CH3:19])([CH3:18])[C:7](=[O:20])[N:6]([CH3:21])[C:5]3[C:11]2=[N:12][C:2]([NH:22][C:23]2[CH:31]=[CH:30][C:26]([C:27]([OH:29])=[O:28])=[CH:25][CH:24]=2)=[N:3][CH:4]=3)[CH2:17][CH2:16][CH2:15][CH2:14]1. Procedure details: To a solution of 10-chloro-2-cyclopentyl-4,4,6-trimethyl-2,6,9,11-tetrazabicyclo[5.4.0]undeca-7,9,11-trien-5-one (Intermediate 126; 308 mg, 1 mmol) and 4-amino-3-methoxybenzoic acid (Aldrich; 155 mg, 1.13 mmol) in ethanol (5 mL) was added water (15 mL) and concentrated hydrochloric acid (0.17 mL, 2 mmol). The mixture was heated under reflux for 36 hours. The reaction was cooled and a precipitate formed. This was filtered, dried and triturated under cold acetonitrile refiltered and dried in vacuo... The reactants are ClCCl, C=CCON1C(=O)N2CC1c1ccccc1N2CC(=O)OC(C)(C)C, O=C(O)C(F)(F)F. The product is C=CCON1C(=O)N2CC1c1ccccc1N2CC(=O)O. Reaction SMILES: [Cl:26][CH2:27][Cl:28].[O:1]=[C:2]1[N:3]2[N:4]([CH2:18][C:19](=[O:20])[O:21][C:22]([CH3:23])([CH3:24])[CH3:25])[c:5]3[c:6]([cH:14][cH:15][cH:16][cH:17]3)[CH:7]([N:8]1[O:9][CH2:10][CH:11]=[CH2:12])[CH2:13]2.[OH:29][C:30]([C:31]([F:32])([F:33])[F:34])=[O:35]>>[O:1]=[C:2]1[N:3]2[N:4]([CH2:18][C:19](=[O:20])[OH:21])[c:5]3[c:6]([cH:14][cH:15][cH:16][cH:17]3)[CH:7]([N:8]1[O:9][CH2:10][CH:11]=[CH2:12])[CH2:13]2. The reactants are C(C1=CC=CC=C1)(=O)C1=C(C(=O)O)C=CC=C1 (2-benzoylbenzoic acid), [C-]#N.[K+] (potassium cyanide), C(C)(=O)O (acetic acid). Run at temperature 120 celsius. The product is O=C1OC(C2=C1C=CC=C2)(C(=O)N)C2=CC=CC=C2 (3-Oxo-1-phenyl-1,3-dihydro-2-benzofuran-1-carboxamide). Reaction SMILES: [C:1]([C:9]1[CH:17]=[CH:16][CH:15]=[CH:14][C:10]=1[C:11]([OH:13])=[O:12])(=O)[C:2]1[CH:7]=[CH:6][CH:5]=[CH:4][CH:3]=1.[C-]#[N:19].[K+].[C:21]([OH:24])(=O)C>>[O:13]=[C:11]1[C:10]2[CH:14]=[CH:15][CH:16]=[CH:17][C:9]=2[C:1]([C:2]2[CH:3]=[CH:4][CH:5]=[CH:6][CH:7]=2)([C:21]([NH2:19])=[O:24])[O:12]1 |f:1.2|. Procedure details: A mixture of 2-benzoylbenzoic acid (75 g), potassium cyanide (35 g), and glacial acetic acid (175 mL) was heated at 115-125° C. in a sealed pressure bottle for 70 h. After cooling to ambient temperature, the precipitated solid was collected by filtration, washed with water and ethanol then crystallized from ethanol to give the title compound (45 g), m. p. 225-227° C. Conditions: time 6 hour. Reactants: C(C)(C)(C)OC(=O)N1C(CN(CC1)C(=O)OC(C)(C)C)CC=CC=1SC=CC1 (1,4-bis(tert-butoxycarbonyl)-2-[3-(thien-2-yl)-2-propenyl]piperazine). RXN SMILES: [C:1]([O:5][C:6]([N:8]1[CH2:13][CH2:12][N:11]([C:14]([O:16][C:17]([CH3:20])([CH3:19])[CH3:18])=[O:15])[CH2:10][CH:9]1[CH2:21][CH:22]=[CH:23][C:24]1[S:25][CH:26]=[CH:27][CH:28]=1)=[O:7])([CH3:4])([CH3:3])[CH3:2]>CO.[C].[Pd]>[C:1]([O:5][C:6]([N:8]1[CH2:13][CH2:12][N:11]([C:14]([O:16][C:17]([CH3:18])([CH3:19])[CH3:20])=[O:15])[CH2:10][CH:9]1[CH2:21][CH2:22][CH2:23][C:24]1[S:25][CH:26]=[CH:27][CH:28]=1)=[O:7])([CH3:2])([CH3:3])[CH3:4] |f:2.3|. The product is C(C)(C)(C)OC(=O)N1C(CN(CC1)C(=O)OC(C)(C)C)CCCC=1SC=CC1 (1,4-Bis(tert-butoxycarbonyl)-2-[3-(thien-2-yl)propyl]piperazine). Procedure details: In methanol (70 ml) was dissolved 1,4-bis(tert-butoxycarbonyl)-2-[3-(thien-2-yl)-2-propenyl]piperazine (1.01 g). In the resulting solution was suspended 10% palladium-carbon (50% wet, 431 mg), followed by vigorous shaking at room temperature for 6 hours under a hydrogen gas atmosphere of 1 atmospheric pressure. The catalyst was filtered off and the filtrate was concentrated under reduced pressure. The residue was subjected to chromatography on a silica gel column (hexane:ethyl acetate=9:1 to 2:1... Run in CO (methanol). Reagents/catalysts: [C].[Pd] (palladium-carbon).